describe an organic reaction: reactants, conditions, products, and yield From a dataset of the Open Reaction Database (ORD), a public repository of structured organic reaction records. The reactants are Clc1nc(N2CCOCC2)c2sc(CBr)cc2n1, O=C([O-])[O-], CN(C)C(=O)C(C)(C)N1CCNCC1, [Cs+], [Cs+], CN(C)C=O, O. Yields the product CN(C)C(=O)C(C)(C)N1CCN(Cc2cc3nc(Cl)nc(N4CCOCC4)c3s2)CC1. As a reaction SMILES: [Br:1][CH2:2][c:3]1[cH:4][c:5]2[n:6][c:7]([Cl:18])[n:8][c:9]([N:12]3[CH2:13][CH2:14][O:15][CH2:16][CH2:17]3)[c:10]2[s:11]1.[C:33](=[O:34])([O-:35])[O-:36].[CH3:19][N:20]([C:21]([C:22]([CH3:23])([CH3:24])[N:25]1[CH2:26][CH2:27][NH:28][CH2:29][CH2:30]1)=[O:31])[CH3:32].[Cs+:37].[Cs+:38].[O:40]=[CH:41][N:42]([CH3:43])[CH3:44].[OH2:39]>>[CH2:2]([c:3]1[cH:4][c:5]2[n:6][c:7]([Cl:18])[n:8][c:9]([N:12]3[CH2:13][CH2:14][O:15][CH2:16][CH2:17]3)[c:10]2[s:11]1)[N:28]1[CH2:27][CH2:26][N:25]([C:22]([C:21]([N:20]([CH3:19])[CH3:32])=[O:31])([CH3:23])[CH3:24])[CH2:30][CH2:29]1. The reactants are ClC=1C=NC(NC1)=O (5-chloropyrimidin-2-one), CN=C=O (Methyl isocyanate). Run in CN(C=O)C (N,N-dimethylformamide), C(C)N(CC)CC (triethylamine). Reaction conditions: time 40 minute. Product: CNC(=O)N1C(N=CC(=C1)Cl)=O (1-N-Methylcarbamoyl-5-chloropyrimidin-2-one). As a reaction SMILES: [CH3:1][N:2]=[C:3]=[O:4].[Cl:5][C:6]1[CH:7]=[N:8][C:9](=[O:12])[NH:10][CH:11]=1>CN(C)C=O.C(N(CC)CC)C>[CH3:1][NH:2][C:3]([N:10]1[CH:11]=[C:6]([Cl:5])[CH:7]=[N:8][C:9]1=[O:12])=[O:4]. Procedure: Methyl isocyanate (56.5 ml) was added dropwise over 15 minutes, with cooling, to a stirred solution of 5-chloropyrimidin-2-one (25 g) in N,N-dimethylformamide (290 ml) and triethylamine (30.4 ml). The temperature of the reaction mixture was kept at approximately 22° C. The mixture was stirred at room temperature for a further 40 minutes and then cooled in an ice bath. The solid was collected, washed with cold dichloromethane (4×215 ml), briefly air dried and then dried in vacuo at room temperatu... Starting materials: CCO, Cn1nc(-c2ccc(Cl)cc2Cl)cc1O, Cl, [Na+], [Na+], [OH-], O, Cc1ccc(S(=O)[O-])cc1. Yields the product Cc1ccc(S(=O)(=O)Cc2c(-c3ccc(Cl)cc3Cl)nn(C)c2O)cc1. Reaction SMILES: [CH3:30][CH2:31][OH:32].[Cl:1][c:2]1[c:3](-[c:9]2[n:10][n:11]([CH3:15])[c:12]([OH:14])[cH:13]2)[cH:4][cH:5][c:6]([Cl:8])[cH:7]1.[ClH:29].[Na+:17].[Na+:28].[OH-:16].[OH2:33].[c:18]1([CH3:27])[cH:19][cH:20][c:21]([S:24](=[O:25])[O-:26])[cH:22][cH:23]1>>[Cl:1][c:2]1[c:3](-[c:9]2[n:10][n:11]([CH3:15])[c:12]([OH:14])[c:13]2[CH2:30][S:24]([c:21]2[cH:20][cH:19][c:18]([CH3:27])[cH:23][cH:22]2)(=[O:25])=[O:26])[cH:4][cH:5][c:6]([Cl:8])[cH:7]1. Starting materials: ClC=1C=CC2=C(N(C(CC3=C2N=C(N=C3)NC3=CC(=C(C=C3)OC)OC)=O)CCCN3C(C2=CC=CC=C2C3=O)=O)C1 (2-{3-[9-chloro-2-(3,4-dimethoxy-phenylamino)-6-oxo-5,6-dihydrobenzo[b]pyrimido[4,5-d]azepin-7-yl]-propyl}-isoindole-1,3-dione), CN (methylamine). Solvent: ClCCl (dichloromethane), C(C)O (ethanol). Run at time 2.5 hour. Yields the product NCCCN1C2=C(C3=C(CC1=O)C=NC(=N3)NC3=CC(=C(C=C3)OC)OC)C=CC(=C2)Cl (7-(3-Amino-propyl)-9-chloro-2-(3,4-dimethoxy-phenylamino)-5H,7H-benzo[b]pyrimido[4,5-d]azepin-6-one). As a reaction SMILES: [Cl:1][C:2]1[CH:3]=[CH:4][C:5]2[C:11]3[N:12]=[C:13]([NH:16][C:17]4[CH:22]=[CH:21][C:20]([O:23][CH3:24])=[C:19]([O:25][CH3:26])[CH:18]=4)[N:14]=[CH:15][C:10]=3[CH2:9][C:8](=[O:27])[N:7]([CH2:28][CH2:29][CH2:30][N:31]3C(=O)C4C(=CC=CC=4)C3=O)[C:6]=2[CH:42]=1.CN>C(O)C.ClCCl>[NH2:31][CH2:30][CH2:29][CH2:28][N:7]1[C:8](=[O:27])[CH2:9][C:10]2[CH:15]=[N:14][C:13]([NH:16][C:17]3[CH:22]=[CH:21][C:20]([O:23][CH3:24])=[C:19]([O:25][CH3:26])[CH:18]=3)=[N:12][C:11]=2[C:5]2[CH:4]=[CH:3][C:2]([Cl:1])=[CH:42][C:6]1=2. Procedure: To a stirring solution of 2-{3-[9-chloro-2-(3,4-dimethoxy-phenylamino)-6-oxo-5,6-dihydrobenzo[b]pyrimido[4,5-d]azepin-7-yl]-propyl}-isoindole-1,3-dione (I-40-c) (51 mg, 0.09 mmol) in ethanol (1.5 mL) was added methylamine (40% by wt in H2O, 0.5 mL). After stirring for 2.5 h at room temperature, the solution was diluted with dichloromethane and washed with water. The organics were dried over magnesium sulfate and concentrated. Preparative HPLC gave I-40: MS Rt=1.32 min. m/z=454 (M+H). Starting materials: C1CCOC1.CO (THF MeOH), BrC=1SC(=CC1)SCC (2-Bromo-5-ethylsulfanyl-thiophene), O (H2O), OOS(=O)[O-].[K+] (Oxone). Conditions: time 3 hour. Solvent: C(Cl)Cl (CH2Cl2). Yields the product BrC=1SC(=CC1)S(=O)(=O)CC (2-Bromo-5-ethanesulfonyl-thiophene). Reported procedure: A 25 mL THF/MeOH (2:1) solution of 2-Bromo-5-ethylsulfanyl-thiophene (CAS 19991-60-7) is stirred at 0-10° C. while 8 mL H2O, then 3 equivalents of Oxone are added. The reaction mixture is stirred three hours at room temperature, then is diluted with CH2Cl2, filtered, washed with aq. NaHCO3 and brine, dried (Na2SO4) and concentrated in vacuo. The crude mixture is purified by silica gel column chromatography (gradient: 0-20% EtOAc/CH2Cl2) to give title intermediate that is confirmed by NMR. RXN SMILES: [CH2:1]1COC[CH2:2]1.CO.[Br:8][C:9]1[S:10][C:11](SCC)=[CH:12][CH:13]=1.O.O[O:19][S:20]([O-:22])=O.[K+]>C(Cl)Cl>[Br:8][C:9]1[S:10][C:11]([S:20]([CH2:1][CH3:2])(=[O:22])=[O:19])=[CH:12][CH:13]=1 |f:0.1,4.5|.